Dataset: the Open Reaction Database (ORD), a public repository of structured organic reaction records. Task: describe an organic reaction: reactants, conditions, products, and yield Starting materials: [N+](=O)(O)[O-] (HNO3), OS(=O)(=O)O (H2SO4), NC1=NC=C(C=C1)Cl (2-amino-5-chloropyridine), [OH-].[Na+] (NaOH), ice water. The solvent is ice water. Product: NC1=NC=C(C=C1[N+](=O)[O-])Cl (2-Amino-5-chloro-3-nitropyridine). The yield is 56.0%. As a reaction SMILES: OS(O)(=O)=O.[NH2:6][C:7]1[CH:12]=[CH:11][C:10]([Cl:13])=[CH:9][N:8]=1.[N+:14]([O-])([OH:16])=[O:15].[OH-].[Na+]>>[NH2:6][C:7]1[C:12]([N+:14]([O-:16])=[O:15])=[CH:11][C:10]([Cl:13])=[CH:9][N:8]=1 |f:3.4|. Procedure: To 150 mL of conc. H2SO4 was added 42.96 g (334 mmol) of 2-amino-5-chloropyridine in portions with stirring and cooling (ice-water bath). To the resulting solution was added dropwise 22.5 mL of 69-71% HNO3 (355 mmol) at 50° C. (at such a rate that maintain the temperature within 50°-55° C.) over 1 h. The resulting mixture was stirred at 60° C. for 3 h, poured into ice-water (about 1,500 mL) with stirring, then basified to pH 9 by the addition of 40% aq NaOH with stirring and cooling. The precipi...